This data is from the Open Reaction Database (ORD), a public repository of structured organic reaction records. The task is: describe an organic reaction: reactants, conditions, products, and yield Yields the product COCCCCCCOC1=CC=C(C(=O)OC)C=C1 (methyl 4-(6-methoxy-n-hexyloxy)benzoate). Run in CO (methanol), CO (methanol). Procedure: A solution of methyl 4-(6-bromo-n-hexyloxy)benzoate (186 g) in methanol (1 L) was treated with 28% sodium methoxide in methanol (340 ml) and the solution refluxed for 2 hours. After cooling, the stirred solution was adjusted to pH 2 with 1M-hydrochloric acid then extracted with ethyl acetate. The organic layer was washed with water, dried over magnesium sulfate, filtered and evaporated to give a crude oil. This oil was purified on a silica gel column (2 kg, 9:1 hexane-ethyl acetate elution) to g... Starting materials: Cl (hydrochloric acid), BrCCCCCCOC1=CC=C(C(=O)OC)C=C1 (methyl 4-(6-bromo-n-hexyloxy)benzoate), C[O-].[Na+] (sodium methoxide). RXN SMILES: Br[CH2:2][CH2:3][CH2:4][CH2:5][CH2:6][CH2:7][O:8][C:9]1[CH:18]=[CH:17][C:12]([C:13]([O:15][CH3:16])=[O:14])=[CH:11][CH:10]=1.[CH3:19][O-:20].[Na+].Cl>CO>[CH3:19][O:20][CH2:2][CH2:3][CH2:4][CH2:5][CH2:6][CH2:7][O:8][C:9]1[CH:18]=[CH:17][C:12]([C:13]([O:15][CH3:16])=[O:14])=[CH:11][CH:10]=1 |f:1.2|. Starting materials: Cc1ccc(S(=O)(=O)OCC2CCCN2C(=O)OC(C)(C)C)cc1, [H-], O=C(c1ccc(O)cc1)c1ccc(I)cc1, [Na+], CN(C)C=O. Product: CC(C)(C)OC(=O)N1CCCC1COc1ccc(C(=O)c2ccc(I)cc2)cc1. Reaction SMILES: [C:19]([CH3:20])([CH3:21])([CH3:22])[O:23][C:24](=[O:25])[N:26]1[CH:27]([CH2:31][O:32][S:33]([c:34]2[cH:35][cH:36][c:37]([CH3:38])[cH:39][cH:40]2)(=[O:41])=[O:42])[CH2:28][CH2:29][CH2:30]1.[H-:2].[I:3][c:4]1[cH:5][cH:6][c:7]([C:10](=[O:11])[c:12]2[cH:13][cH:14][c:15]([OH:18])[cH:16][cH:17]2)[cH:8][cH:9]1.[Na+:1].[O:43]=[CH:44][N:45]([CH3:46])[CH3:47]>>[I:3][c:4]1[cH:5][cH:6][c:7]([C:10](=[O:11])[c:12]2[cH:13][cH:14][c:15]([O:18][CH2:31][CH:27]3[N:26]([C:24]([O:23][C:19]([CH3:20])([CH3:21])[CH3:22])=[O:25])[CH2:30][CH2:29][CH2:28]3)[cH:16][cH:17]2)[cH:8][cH:9]1.